From a dataset of the Open Reaction Database (ORD), a public repository of structured organic reaction records. describe an organic reaction: reactants, conditions, products, and yield Starting materials: [H-].[H-].[H-].[H-].[Li+].[Al+3] (LiAlH4), N(=[N+]=[N-])C[C@@](C)(O)C1=C(C=CC(=C1)Br)F ((S)-1-azido-2-(5-bromo-2-fluoro-phenyl)-propan-2-ol). Run in C1CCOC1 (THF), C1CCOC1 (THF). Run at temperature 2.5 celsius, time 1 hour. The product is NC[C@@](C)(O)C1=C(C=CC(=C1)Br)F ((S)-1-Amino-2-(5-bromo-2-fluoro-phenyl)-propan-2-ol). As a reaction SMILES: [H-].[H-].[H-].[H-].[Li+].[Al+3].[N:7]([CH2:10][C@:11]([C:14]1[CH:19]=[C:18]([Br:20])[CH:17]=[CH:16][C:15]=1[F:21])([OH:13])[CH3:12])=[N+]=[N-]>C1COCC1>[NH2:7][CH2:10][C@:11]([C:14]1[CH:19]=[C:18]([Br:20])[CH:17]=[CH:16][C:15]=1[F:21])([OH:13])[CH3:12] |f:0.1.2.3.4.5|. Reported procedure: To a suspension of LiAlH4 (4.65 g, 122 mmol) in THF (250 ml) was added under argon at 0-5° C. a solution of (S)-1-azido-2-(5-bromo-2-fluoro-phenyl)-propan-2-ol (33.4 g, 122 mmol) dissolved in THF (150 ml) over a period of 30 min. After stirring for 1 h at 0-5° C., the reaction was quenched by careful addition of water (4.7 ml), 4 N NaOH (4.7 ml) and water (14.1 ml) and stirred again for 3 h at 25° C. The white suspension was dried with MgSO4, filtered and concentrated. The solidified product was... The reactants are Cl.C(C)(=O)OCC (Hydrochloric acid ethyl acetate), CN(CCCN1C(=NC2=C1C=CC(=C2)C(=O)NC)CCCCCCCCCCCCCCCCCCCCC)C (1-[3-(dimethylamino)propyl]-2-henicosyl-N-methyl-1H-benzimidazole-5-carboxamide). Run in C(C)(=O)OCC (ethyl acetate), C(C)O (ethanol). Run at time 30 minute. The product is Cl.CN(CCCN1C(=NC2=C1C=CC(=C2)C(=O)NC)CCCCCCCCCCCCCCCCCCCCC)C (1-[3-(Dimethylamino)propyl]-2-henicosyl-N-methyl-1H-benzimidazole-5-carboxamide monohydrochloride). Reaction SMILES: [ClH:1].C(OCC)(=O)C.[CH3:8][N:9]([CH3:47])[CH2:10][CH2:11][CH2:12][N:13]1[C:17]2[CH:18]=[CH:19][C:20]([C:22]([NH:24][CH3:25])=[O:23])=[CH:21][C:16]=2[N:15]=[C:14]1[CH2:26][CH2:27][CH2:28][CH2:29][CH2:30][CH2:31][CH2:32][CH2:33][CH2:34][CH2:35][CH2:36][CH2:37][CH2:38][CH2:39][CH2:40][CH2:41][CH2:42][CH2:43][CH2:44][CH2:45][CH3:46]>C(OCC)(=O)C.C(O)C>[ClH:1].[CH3:47][N:9]([CH3:8])[CH2:10][CH2:11][CH2:12][N:13]1[C:17]2[CH:18]=[CH:19][C:20]([C:22]([NH:24][CH3:25])=[O:23])=[CH:21][C:16]=2[N:15]=[C:14]1[CH2:26][CH2:27][CH2:28][CH2:29][CH2:30][CH2:31][CH2:32][CH2:33][CH2:34][CH2:35][CH2:36][CH2:37][CH2:38][CH2:39][CH2:40][CH2:41][CH2:42][CH2:43][CH2:44][CH2:45][CH3:46] |f:0.1,5.6|. Reported procedure: 4N Hydrochloric acid/ethyl acetate solution (0.89 ml) was added to a solution containing 1-[3-(dimethylamino)propyl]-2-henicosyl-N-methyl-1H-benzimidazole-5-carboxamide (1.818 g) in a mixture of ethyl acetate (18 ml) and ethanol (1.8 ml). After being stirred for 30 minutes at room temperature, the reaction mixture was concentrated. The residue was recrystallized with the mixed solution of ethyl acetate-ethanol, thereby yielding the entitled compound (1.611 g) as white crystals. Reactants: C1(=CC=CC=C1)P(C1=CC=CC=C1)C1=CC=CC=C1 (triphenylphosphine), N(=NC(=O)OCC)C(=O)OCC (diethyl azodicarboxylate), IC=1C=C(C=CC1)O (3-Iodophenol), C(C)(C)(C)OC(=O)N1CCC(CC1)O (1-tert-butoxycarbonyl-4-hydroxypiperidine). Solvent: C1(=CC=CC=C1)C (toluene), C1(=CC=CC=C1)C (toluene). Conditions: time 1 hour. Yields the product C(C)(C)(C)OC(=O)N1CCC(CC1)OC1=CC(=CC=C1)I (1-tert-butoxycarbonyl-4-(3-iodophenoxy)piperidine). Isolated yield 98.6%. RXN SMILES: [I:1][C:2]1[CH:3]=[C:4]([OH:8])[CH:5]=[CH:6][CH:7]=1.[C:9]([O:13][C:14]([N:16]1[CH2:21][CH2:20][CH:19](O)[CH2:18][CH2:17]1)=[O:15])([CH3:12])([CH3:11])[CH3:10].C1(P(C2C=CC=CC=2)C2C=CC=CC=2)C=CC=CC=1.N(C(OCC)=O)=NC(OCC)=O>C1(C)C=CC=CC=1>[C:9]([O:13][C:14]([N:16]1[CH2:21][CH2:20][CH:19]([O:8][C:4]2[CH:5]=[CH:6][CH:7]=[C:2]([I:1])[CH:3]=2)[CH2:18][CH2:17]1)=[O:15])([CH3:12])([CH3:10])[CH3:11]. Procedure: 3-Iodophenol (1.00 g, 4.55 mmol) and 1-tert-butoxycarbonyl-4-hydroxypiperidine (1.37 g, 6.82 mmol) were dissolved in toluene (30 mL), and the mixture was stirred at room temperature for 1 hour after adding triphenylphosphine (1.79 g, 6.82 mmol) and a 40% toluene solution of diethyl azodicarboxylate (3.09 mL, 6.82 mmol). The mixture was concentrated under reduced pressure, and the resulting residue was purified by silica gel column chromatography to give 1-tert-butoxycarbonyl-4-(3-iodophenoxy)pip...